This data is from the Open Reaction Database (ORD), a public repository of structured organic reaction records. The task is: describe an organic reaction: reactants, conditions, products, and yield Reactants: OC1=CC=C2C(C(=C(OC2=C1)C(F)(F)F)C1=CC=C(C(=O)O)C=C1)=O (4-(7-hydroxy-4-oxo-2-(trifluoromethyl)-4H-chromen-3-yl)benzoic acid), C1=CN(C=N1)C(=O)N2C=CN=C2 (CDI), C1CCC2=NCCCN2CC1 (DBU), CS(=O)(=O)N (MeSO2NH2). The solvent is C1CCOC1 (THF). Run at time 2 hour. The product is OC1=CC=C2C(C(=C(OC2=C1)C(F)(F)F)C1=CC=C(C(=O)NS(=O)(=O)C)C=C1)=O (4-(7-hydroxy-4-oxo-2-(trifluoromethyl)-4H-chromen-3-yl)-N-(methylsulfonyl)benzamide). Reaction SMILES: [OH:1][C:2]1[CH:11]=[C:10]2[C:5]([C:6](=[O:25])[C:7]([C:16]3[CH:24]=[CH:23][C:19]([C:20](O)=[O:21])=[CH:18][CH:17]=3)=[C:8]([C:12]([F:15])([F:14])[F:13])[O:9]2)=[CH:4][CH:3]=1.C1N=CN(C(N2C=NC=C2)=O)C=1.[CH3:38][S:39]([NH2:42])(=[O:41])=[O:40].C1CCN2C(=NCCC2)CC1>C1COCC1>[OH:1][C:2]1[CH:11]=[C:10]2[C:5]([C:6](=[O:25])[C:7]([C:16]3[CH:24]=[CH:23][C:19]([C:20]([NH:42][S:39]([CH3:38])(=[O:41])=[O:40])=[O:21])=[CH:18][CH:17]=3)=[C:8]([C:12]([F:15])([F:14])[F:13])[O:9]2)=[CH:4][CH:3]=1. Reported procedure: To a solution of 4-(7-hydroxy-4-oxo-2-(trifluoromethyl)-4H-chromen-3-yl)benzoic acid (synthesis is described in PCT/US2010/024035) (100 mg, 0.28 mmol) in THF (10 ml) was added CDI (139 mg, 0.86 mmol) at room temperature. The mixture was stirred for 2 hours. MeSO2NH2 (280 mg, 2.86 mmol) was added in one portion, followed by DBU (394 mg, 2.86 mmol). The mixture was stirred for 4 hours and partitioned between 1N HCl (30 ml) and ethyl acetate (100 ml). The organic phase was separated, washed with br... The reactants are OC1=C(C=C(C(=O)N(C(C)C)C(C)C)C=C1)OC (4-hydroxy-3-methoxy-N,N-bis(1-methylethyl)benzamide), [H-].[Na+] (sodium hydride), C(#N)C1=CC=C(OCCCCCl)C=C1 (4-(4-cyanophenoxy)butyl chloride). Solvent: CN(C=O)C (N,N-dimethylformamide). Reaction conditions: temperature 0 celsius, time 10 minute. Product: C(#N)C1=CC=C(OCCCCOC2=C(C=C(C(=O)N(C(C)C)C(C)C)C=C2)OC)C=C1 (4-[4-(4-cyanophenoxy)butoxy]-3-methoxy-N,N-bis(1-methylethyl)benzamide). RXN SMILES: [OH:1][C:2]1[CH:16]=[CH:15][C:5]([C:6]([N:8]([CH:12]([CH3:14])[CH3:13])[CH:9]([CH3:11])[CH3:10])=[O:7])=[CH:4][C:3]=1[O:17][CH3:18].[H-].[Na+].[C:21]([C:23]1[CH:34]=[CH:33][C:26]([O:27][CH2:28][CH2:29][CH2:30][CH2:31]Cl)=[CH:25][CH:24]=1)#[N:22]>CN(C)C=O>[C:21]([C:23]1[CH:34]=[CH:33][C:26]([O:27][CH2:28][CH2:29][CH2:30][CH2:31][O:1][C:2]2[CH:16]=[CH:15][C:5]([C:6]([N:8]([CH:9]([CH3:11])[CH3:10])[CH:12]([CH3:13])[CH3:14])=[O:7])=[CH:4][C:3]=2[O:17][CH3:18])=[CH:25][CH:24]=1)#[N:22] |f:1.2|. Reported procedure: A stirred solution of 4-hydroxy-3-methoxy-N,N-bis(1-methylethyl)benzamide (1.0 g, 4.0 mmol) in 50 mL of N,N-dimethylformamide is treated with 60% sodium hydride (160 mg, 4.0 mmol). After stirring at 0° C. for 10 minutes, the reaction is treated with 4-(4-cyanophenoxy)butyl chloride (835 mg, 4.0 mmol) and stirred at 60° C. for 4 days. The reaction is partitioned between diethyl ether and water. The organic layer is washed with brine, dried over magnesium sulfate, and concentrated in vacuo. The re... The reactants are CS(C)=O, FC(F)(F)c1ccc(Cl)cc1, [K+], [OH-], CC(Oc1ccc(O)cc1)C(N)=O. Yields the product CC(Oc1ccc(Oc2ccc(C(F)(F)F)cc2)cc1)C(N)=O. Reaction SMILES: [CH3:27][S:28](=[O:29])[CH3:30].[Cl:1][c:2]1[cH:3][cH:4][c:5]([C:8]([F:9])([F:10])[F:11])[cH:6][cH:7]1.[K+:26].[OH-:25].[OH:12][c:13]1[cH:14][cH:15][c:16]([O:17][CH:18]([C:19](=[O:20])[NH2:21])[CH3:22])[cH:23][cH:24]1>>[c:2]1([O:12][c:13]2[cH:14][cH:15][c:16]([O:17][CH:18]([C:19](=[O:20])[NH2:21])[CH3:22])[cH:23][cH:24]2)[cH:3][cH:4][c:5]([C:8]([F:9])([F:10])[F:11])[cH:6][cH:7]1. Reaction SMILES: [N-:1]=[N+:2]=[N-:3].[Na+].Br[CH2:6][CH2:7][C:8]1[CH:13]=[CH:12][CH:11]=[CH:10][C:9]=1[N+:14]([O-:16])=[O:15]>O.C(#N)C>[N:1]([CH2:6][CH2:7][C:8]1[CH:13]=[CH:12][CH:11]=[CH:10][C:9]=1[N+:14]([O-:16])=[O:15])=[N+:2]=[N-:3] |f:0.1|. Procedure: Sodium azide (22.8, 0.351 mol) in water (60 mL) was added to a solution of 2-(2-bromoethyl)-nitrobenzene (27.9 g, 0.121 mol) in acetonitrile (120 mL). The reaction was refluxed for 4 h, cooled, and partitioned between methylene chloride and water. The organic phase was washed with saturated brine, and dried over magnesium sulfate. The title compound was obtained as an oil (22.8 g). The reactants are [N-]=[N+]=[N-].[Na+] (Sodium azide), BrCCC1=C(C=CC=C1)[N+](=O)[O-] (2-(2-bromoethyl)-nitrobenzene). The product is N(=[N+]=[N-])CCC1=C(C=CC=C1)[N+](=O)[O-] (2-(2-Azidoethyl)nitrobenzene), oil. The solvent is O (water), C(C)#N (acetonitrile). Starting materials: CC1=CC(=CC2=NC3=CC(=CC(=C3C(=C12)C(=O)O)C)C)C (1,3,6,8 tetramethylacridine-9-carboxylic acid), C1(=CC=CC=C1)O (phenol). Reagents/catalysts: CN(C1=CC=NC=C1)C (4-dimethylamino-pyridine). The solvent is C1CCOC1 (THF). Product: C1(=CC=CC=C1)OC(=O)C=1C2=C(C=C(C=C2N=C2C=C(C=C(C12)C)C)C)C (Phenyl-1,3,6,8-tetramethylacridine-9-carboxylate). The yield is 55.0%. RXN SMILES: [CH3:1][C:2]1[C:15]2[C:6](=[N:7][C:8]3[C:13]([C:14]=2[C:16]([OH:18])=[O:17])=[C:12]([CH3:19])[CH:11]=[C:10]([CH3:20])[CH:9]=3)[CH:5]=[C:4]([CH3:21])[CH:3]=1.[C:22]1(O)[CH:27]=[CH:26][CH:25]=[CH:24][CH:23]=1>C1COCC1.CN(C)C1C=CN=CC=1>[C:22]1([O:17][C:16]([C:14]2[C:13]3[C:8]([N:7]=[C:6]4[C:15]=2[C:2]([CH3:1])=[CH:3][C:4]([CH3:21])=[CH:5]4)=[CH:9][C:10]([CH3:20])=[CH:11][C:12]=3[CH3:19])=[O:18])[CH:27]=[CH:26][CH:25]=[CH:24][CH:23]=1. Reported procedure: In step 1, 1,3,6,8 tetramethylacridine-9-carboxylic acid was esterified with phenol in THF and 4-dimethylamino-pyridine [DMAP]. Phenyl-1,3,6,8-tetramethylacridine-9-carboxylate was obtained in about 55% yield after recrystallization from benzene.